Dataset: the Open Reaction Database (ORD), a public repository of structured organic reaction records. Task: describe an organic reaction: reactants, conditions, products, and yield The reagents and catalysts are C=1C=CC(=CC1)[P](C=2C=CC=CC2)(C=3C=CC=CC3)[Pd]([P](C=4C=CC=CC4)(C=5C=CC=CC5)C=6C=CC=CC6)([P](C=7C=CC=CC7)(C=8C=CC=CC8)C=9C=CC=CC9)[P](C=1C=CC=CC1)(C=1C=CC=CC1)C=1C=CC=CC1 (Tetrakis(triphenylphosphine)palladium(0)), [C-]#N.[Zn+2].[C-]#N (zinc(II) cyanide). Conditions: temperature 100 celsius, time 5 hour. RXN SMILES: [CH3:1][CH:2]([O:4][C:5](=[O:22])[NH:6][C@H:7]1[C:16]2[C:11](=[CH:12][CH:13]=[C:14](Br)[CH:15]=2)[N:10]([C:18](=[O:20])[CH3:19])[C@@H:9]([CH3:21])[CH2:8]1)[CH3:3].[CH3:23][N:24](C)C=O>C1C=CC([P]([Pd]([P](C2C=CC=CC=2)(C2C=CC=CC=2)C2C=CC=CC=2)([P](C2C=CC=CC=2)(C2C=CC=CC=2)C2C=CC=CC=2)[P](C2C=CC=CC=2)(C2C=CC=CC=2)C2C=CC=CC=2)(C2C=CC=CC=2)C2C=CC=CC=2)=CC=1.[C-]#N.[Zn+2].[C-]#N>[CH3:1][CH:2]([O:4][C:5](=[O:22])[NH:6][C@H:7]1[C:16]2[C:11](=[CH:12][CH:13]=[C:14]([C:23]#[N:24])[CH:15]=2)[N:10]([C:18](=[O:20])[CH3:19])[C@@H:9]([CH3:21])[CH2:8]1)[CH3:3] |f:3.4.5,^1:31,33,52,71|. Procedure: A solution of 1-methylethyl[(2S,4R)-1-acetyl-6-bromo-2-methyl-1,2,3,4-tetrahydro-4-quinolinyl]carbamate (for a preparation, see Example 4) (355 mg, 0.962 mmol) in N,N-dimethylformamide (DMF) (5 mL) at room temperature was degassed over 30 min under house vacuum and quenched several times with nitrogen. Tetrakis(triphenylphosphine)palladium(0) (116 mg, 0.1 mmol) and zinc(II) cyanide (153 mg, 1.3 mmol) were then added and the resulting yellow mixture was stirred under nitrogen at 100° C. for 5 h t... Yield: 78.0%. The reactants are CC(C)OC(N[C@@H]1C[C@@H](N(C2=CC=C(C=C12)Br)C(C)=O)C)=O (1-methylethyl[(2S,4R)-1-acetyl-6-bromo-2-methyl-1,2,3,4-tetrahydro-4-quinolinyl]carbamate), CN(C=O)C (N,N-dimethylformamide). Yields the product CC(C)OC(N[C@@H]1C[C@@H](N(C2=CC=C(C=C12)C#N)C(C)=O)C)=O (1-methylethyl[(2S,4R)-1-acetyl-6-cyano-2-methyl-1,2,3,4-tetrahydro-4-quinolinyl]carbamate). Starting materials: [C@@H]1([C@H](O)[C@H](O)[C@@H](CO)O1)N1C=NC=2C(O)=NC=NC12 (inosine), Cl (HCl). The product is N1C=NC=2N=CNC2C1=O (hypoxanthine). Reaction SMILES: [C@@H]1([N:10]2[C:19]3[N:18]=[CH:17][N:16]=[C:14]([OH:15])[C:13]=3[N:12]=[CH:11]2)O[C@H](CO)[C@@H](O)[C@H]1O.Cl>>[NH:16]1[C:14](=[O:15])[C:13]2[NH:12][CH:11]=[N:10][C:19]=2[N:18]=[CH:17]1. Procedure details: The activity of the UdP enzyme was determined in a phosphorolysis test by incubating for 5 minutes at 30° C. the soluble fraction (cell extract) obtained by sonication of a known amount of a suspension of the cell paste and by centrifugation of the homogenate in 100 mM-pH 7 phosphate buffer containing 60 mM of the uridine substrate. The enzyme reaction was blocked by acidification with 0.1N HCl; the suspension was filtered and analysed by RP-HPLC on a C18 column (Hypersyl 100; 4.6×250 mm), eluti... Reactants: COC(=O)COc1ccc(SC#N)c2c1CCCO2, CO, [K+], O=P([O-])(O)O, OC(CS)C(O)CS. Yields the product COC(=O)COc1ccc(S)c2c1CCCO2. RXN SMILES: [CH3:1][O:2][C:3]([CH2:4][O:5][c:6]1[c:7]2[c:12]([c:13]([S:16][C:17]#[N:18])[cH:14][cH:15]1)[O:11][CH2:10][CH2:9][CH2:8]2)=[O:19].[CH3:34][OH:35].[K+:33].[P:28]([O-:29])([OH:30])([OH:31])=[O:32].[SH:20][CH2:21][CH:22]([CH:23]([CH2:24][SH:25])[OH:26])[OH:27]>>[CH3:1][O:2][C:3]([CH2:4][O:5][c:6]1[c:7]2[c:12]([c:13]([SH:16])[cH:14][cH:15]1)[O:11][CH2:10][CH2:9][CH2:8]2)=[O:19].